Dataset: the Open Reaction Database (ORD), a public repository of structured organic reaction records. Task: describe an organic reaction: reactants, conditions, products, and yield Starting materials: Cl.COC1=C(C=CC(=C1)S(=O)(=O)Cl)C=1NC=2C(=NC=CC2)N1 (2-(2'-methoxy-4'-chlorosulfonyl-phenyl)-imidazo[4,5-b]pyridine hydrochloride), COC1=C(C(=O)O)C=CC(=C1)S(=O)(=O)Cl (2-methoxy-4-chlorosulfonyl-benzoic acid), CNC (dimethylamine). Run in ice water. The product is Cl.COC1=C(C=CC(=C1)S(=O)(=O)N(C)C)C=1NC=2C(=NC=CC2)N1 (2-(2'-Methoxy-4'-dimethylaminosulfonyl-phenyl)-imidazo[4,5-b]pyridine hydrochloride). Reaction SMILES: Cl.[CH3:2][O:3][C:4]1[CH:9]=[C:8]([S:10]([Cl:13])(=[O:12])=[O:11])[CH:7]=[CH:6][C:5]=1[C:14]1[NH:15][C:16]2[C:17]([N:22]=1)=[N:18][CH:19]=[CH:20][CH:21]=2.COC1C=C(S(Cl)(=O)=O)C=CC=1C(O)=O.[CH3:38][NH:39][CH3:40]>>[ClH:13].[CH3:2][O:3][C:4]1[CH:9]=[C:8]([S:10]([N:39]([CH3:40])[CH3:38])(=[O:12])=[O:11])[CH:7]=[CH:6][C:5]=1[C:14]1[NH:15][C:16]2[C:17]([N:22]=1)=[N:18][CH:19]=[CH:20][CH:21]=2 |f:0.1,4.5|. Procedure: The crude 2-(2'-methoxy-4'-chlorosulfonyl-phenyl)-imidazo[4,5-b]pyridine hydrochloride prepared from 2.5 gm of 2-methoxy-4-chlorosulfonyl-benzoic acid according to Example C was added to 150 ml of a saturated aqueous dimethylamine solution at 10° C., under stirring, and a light-colored precipitate formed slowly. After stirring for 20 hours at ambient temperature, 200 ml of ice water were added. The precipitate was dried and then taken up in 60 ml of methanol, and 10 ml of methanolic hydrochloric... The reactants are title compounds, BrC1=CC=C(CNC(C(OC)OC)=O)C=C1 (N-(4-bromobenzyl)-2,2-dimethoxyacetamide), ( 88/100 ), BrC1=C2C=C(N=CC2=CC=C1)O (5-bromoisoquinolin-3-ol), BrC1=CC=C2C=C(N=CC2=C1)O (7-bromoisoquinolin-3-ol). The product is BrC=1C=C2C=C(N=CC2=CC1)O (6-Bromoisoquinolin-3-ol). Reaction SMILES: BrC1C=CC=C2C=1C=C(O)N=C2.BrC1C=C2C(C=C(O)N=C2)=CC=1.[Br:25][C:26]1[CH:40]=[CH:39][C:29]([CH2:30][NH:31][C:32](=[O:38])[CH:33](OC)OC)=[CH:28][CH:27]=1>>[Br:25][C:26]1[CH:40]=[C:39]2[C:29](=[CH:28][CH:27]=1)[CH:30]=[N:31][C:32]([OH:38])=[CH:33]2. Procedure: The title compounds was obtained as a yellow solid following the procedure for 5-bromoisoquinolin-3-ol and 7-bromoisoquinolin-3-ol, using N-(4-bromobenzyl)-2,2-dimethoxyacetamide. 1H NMR (400 MHz, DMSO-d6): δ=6.87 (s, 1H), 7.42 (dd, J=2.0 & 8.4 Hz, 1H), 7.87 (d, J=8.8 Hz, 1H), 8.00 (d, J=2.0 Hz, 1H), 8.93 (s, 1H), 11.07 (brs, 1H). MS(ES+): m/z=224.04/225.93 (88/100) [MH+]. HPLC: tR=2.41 min (polar—5 min, ZQ3). Reactants: C(C)OC1=C(C(=NC(=N1)N1CCNCC1)N1CCSCC1)[N+](=O)[O-] (6-ethoxy-5-nitro-2-piperazino-4-thiomorpholino-pyrimidine), I(=O)(=O)(=O)[O-].[Na+] (sodium metaperiodate). The solvent is CO (methanol), O (water), O (water). The product is C(C)OC1=C(C(=NC(=N1)N1CCNCC1)N1CCS(CC1)=O)[N+](=O)[O-] (6-Ethoxy-5-nitro-4-(1-oxido-thiomorpholino)-2-piperazino-pyrimidine). Reaction SMILES: [CH2:1]([O:3][C:4]1[N:9]=[C:8]([N:10]2[CH2:15][CH2:14][NH:13][CH2:12][CH2:11]2)[N:7]=[C:6]([N:16]2[CH2:21][CH2:20][S:19][CH2:18][CH2:17]2)[C:5]=1[N+:22]([O-:24])=[O:23])[CH3:2].I([O-])(=O)(=O)=[O:26].[Na+]>CO.O>[CH2:1]([O:3][C:4]1[N:9]=[C:8]([N:10]2[CH2:11][CH2:12][NH:13][CH2:14][CH2:15]2)[N:7]=[C:6]([N:16]2[CH2:17][CH2:18][S:19](=[O:26])[CH2:20][CH2:21]2)[C:5]=1[N+:22]([O-:24])=[O:23])[CH3:2] |f:1.2|. Procedure details: 3.6 gm (0.01 mol) of 6-ethoxy-5-nitro-2-piperazino-4-thiomorpholino-pyrimidine were dissolved in 100 ml of methanol, a solution of 2.2 gm (0.01 mol) of sodium metaperiodate in 50 ml of water was added, and the mixture was refluxed for 4 hours. The reaction mixture was then poured into water, and the aqueous mixture was extracted with chloroform. The chloroform phase was dried, the chloroform was distilled off in vacuo, and the residue was recrystallized from ethanol. Yield: 2.9 gm (77% of theory...